From a dataset of the Open Reaction Database (ORD), a public repository of structured organic reaction records. describe an organic reaction: reactants, conditions, products, and yield The reactants are CCOC(=O)CCC1(C)C(C)CCN(C)C1C, [N-]=[N+]=[N-], [Na+], [Na+], [OH-], O=S(=O)(O)O. Product: CC1CCN(C)C(C)C1(C)CCN. RXN SMILES: [CH3:1][N:2]1[CH:3]([CH3:17])[C:4]([CH2:9][CH2:10][C:11]([O:12][CH2:13][CH3:14])=[O:15])([CH3:16])[CH:5]([CH3:8])[CH2:6][CH2:7]1.[N-:19]=[N+:20]=[N-:21].[Na+:18].[Na+:23].[OH-:22].[S:24](=[O:25])(=[O:26])([OH:27])[OH:28]>>[CH3:1][N:2]1[CH:3]([CH3:17])[C:4]([CH2:9][CH2:10][NH2:19])([CH3:16])[CH:5]([CH3:8])[CH2:6][CH2:7]1. Starting materials: C(=O)(O)C1CCC(CC1)N1CCC(CC1)CCCCC (1-(4-carboxycyclohexyl)-4-pentylpiperidine), O=S(Cl)Cl (SOCl2), N1=CC=CC=C1 (pyridine), C(CC)C1CCC(CC1)O (4-propylcyclohexanol). The solvent is C1(=CC=CC=C1)C (toluene), O (Water). Conditions: time 2 hour. The product is C(CC)[C@@H]1CC[C@H](CC1)OC(=O)[C@@H]1CC[C@H](CC1)N1CCC(CC1)CCCCC (1-[trans-4-(trans-4-propylcyclohexyloxycarbonyl)-cyclohexyl]-4-pentylpiperidine). Reaction SMILES: [C:1]([CH:4]1[CH2:9][CH2:8][CH:7]([N:10]2[CH2:15][CH2:14][CH:13]([CH2:16][CH2:17][CH2:18][CH2:19][CH3:20])[CH2:12][CH2:11]2)[CH2:6][CH2:5]1)([OH:3])=[O:2].O=S(Cl)Cl.N1C=CC=CC=1.[CH2:31]([CH:34]1[CH2:39][CH2:38][CH:37](O)[CH2:36][CH2:35]1)[CH2:32][CH3:33]>C1(C)C=CC=CC=1.O>[CH2:31]([C@H:34]1[CH2:39][CH2:38][C@H:37]([O:2][C:1]([C@H:4]2[CH2:5][CH2:6][C@H:7]([N:10]3[CH2:11][CH2:12][CH:13]([CH2:16][CH2:17][CH2:18][CH2:19][CH3:20])[CH2:14][CH2:15]3)[CH2:8][CH2:9]2)=[O:3])[CH2:36][CH2:35]1)[CH2:32][CH3:33]. Reported procedure: 2.49 g of 1-(4-carboxycyclohexyl)-4-pentylpiperidine (m.p. 208°) is boiled for 1 hour together with 2.4 g of SOCl2 ; the mixture is evaporated to dryness; the crude acid chloride obtained is dissolved in 15 ml of toluene; 1 ml of pyridine and 1.42 g of 4-propylcyclohexanol are added; and the mixture is boiled for 2 hours. Water is then added. The phases are separated, and the organic phase is washed with water, dried over Na2SO4 and evaporated to dryness, to give 1-[trans-4-(trans-4-propylcycloh... Reactants: CC(C)Oc1ccc(CCBr)cc1, O=C([O-])[O-], COC(=O)CC(=O)OC, [K+], [K+], CN(C)C=O. The product is COC(=O)C(CCc1ccc(OC(C)C)cc1)C(=O)OC. Reaction SMILES: [Br:1][CH2:2][CH2:3][c:4]1[cH:5][cH:6][c:7]([O:10][CH:11]([CH3:12])[CH3:13])[cH:8][cH:9]1.[C:23](=[O:24])([O-:25])[O-:26].[CH3:14][O:15][C:16]([CH2:17][C:18](=[O:19])[O:20][CH3:21])=[O:22].[K+:27].[K+:28].[O:29]=[CH:30][N:31]([CH3:32])[CH3:33]>>[CH2:2]([CH2:3][c:4]1[cH:5][cH:6][c:7]([O:10][CH:11]([CH3:12])[CH3:13])[cH:8][cH:9]1)[CH:17]([C:16]([O:15][CH3:14])=[O:22])[C:18](=[O:19])[O:20][CH3:21]. Reactants: CCO, O=[N+]([O-])c1cc(S(=O)(=O)NC2CC2)ccc1F. The product is Nc1cc(S(=O)(=O)NC2CC2)ccc1F. RXN SMILES: [CH3:18][CH2:19][OH:20].[CH:1]1([NH:4][S:5](=[O:6])(=[O:7])[c:8]2[cH:9][c:10]([N+:15]([O-:16])=[O:17])[c:11]([F:14])[cH:12][cH:13]2)[CH2:2][CH2:3]1>>[CH:1]1([NH:4][S:5](=[O:6])(=[O:7])[c:8]2[cH:9][c:10]([NH2:15])[c:11]([F:14])[cH:12][cH:13]2)[CH2:2][CH2:3]1.